Dataset: the Open Reaction Database (ORD), a public repository of structured organic reaction records. Task: describe an organic reaction: reactants, conditions, products, and yield Starting materials: C(C)OC(CC(C1=CC=CC=C1)=O)=O (3-oxo-3-phenyl-propionic acid ethyl ester), Cl.ClC1=CC=C(C(=N)N)C=C1 (4-chloro-benzamidine hydrochloride). Product: ClC1=CC=C(C=C1)C1=NC(=CC(=N1)O)C1=CC=CC=C1 (2-(4-Chloro-phenyl)-6-phenyl-pyrimidin-4-ol). As a reaction SMILES: C(O[C:4](=[O:14])[CH2:5][C:6](=O)[C:7]1[CH:12]=[CH:11][CH:10]=[CH:9][CH:8]=1)C.Cl.[Cl:16][C:17]1[CH:25]=[CH:24][C:20]([C:21]([NH2:23])=[NH:22])=[CH:19][CH:18]=1>>[Cl:16][C:17]1[CH:25]=[CH:24][C:20]([C:21]2[N:23]=[C:4]([OH:14])[CH:5]=[C:6]([C:7]3[CH:8]=[CH:9][CH:10]=[CH:11][CH:12]=3)[N:22]=2)=[CH:19][CH:18]=1 |f:1.2|. Reported procedure: The title compound was prepared from 3-oxo-3-phenyl-propionic acid ethyl ester and 4-chloro-benzamidine hydrochloride according to general procedure 1. 1H NMR (DMSO-d6, 400 MHz) δ 6.97 (s, 1H), 7.50-7.58 (m, 3H), 7.16 (d, J=8.5 Hz, 2H), 8.10-8.20 (m, 2 H), 8.30 (d, J=8.5 Hz, 2H), 12.50 (br s, 1H); MS: m/z (ESI) 283 (M+H). Reactants: CC1(C)CC(=O)CC(=O)C1, CCO, CCOC(=O)c1nnc2ccc(N)cc2c1O, Cc1ccc(S(=O)(=O)O)cc1. Yields the product CCOC(=O)c1nnc2ccc(NC3=CC(=O)CC(C)(C)C3)cc2c1O. RXN SMILES: [CH3:18][C:19]1([CH3:27])[CH2:20][C:21](=[O:26])[CH2:22][C:23](=[O:25])[CH2:24]1.[CH3:39][CH2:40][OH:41].[NH2:1][c:2]1[cH:3][c:4]2[c:5]([OH:17])[c:6]([C:12](=[O:13])[O:14][CH2:15][CH3:16])[n:7][n:8][c:9]2[cH:10][cH:11]1.[c:28]1([CH3:29])[cH:30][cH:31][c:32]([S:33]([OH:34])(=[O:35])=[O:36])[cH:37][cH:38]1>>[NH:1]([c:2]1[cH:3][c:4]2[c:5]([OH:17])[c:6]([C:12](=[O:13])[O:14][CH2:15][CH3:16])[n:7][n:8][c:9]2[cH:10][cH:11]1)[C:21]1=[CH:22][C:23](=[O:25])[CH2:24][C:19]([CH3:18])([CH3:27])[CH2:20]1. Starting materials: [Cl-].[NH4+] (ammonium chloride), BrC1=CC=C(C=C1)OC (4-bromoanisole), BrCCCCBr (1,4-dibromo-butane), [Li+].[Cl-] (LiCl), Cu(II)Cl2, [Mg] (magnesium), BrC1=CC=C(C=C1)OC (4-bromoanisole). Run in C(C)(=O)OCC (ethyl acetate), C1CCOC1 (THF), C1CCOC1 (THF), C1CCOC1 (THF). Run at time 12 hour. The product is BrCCCCC1=CC=C(C=C1)OC (1-(4-Bromo-butyl)-4-methoxy-benzene). As a reaction SMILES: Br[C:2]1[CH:7]=[CH:6][C:5]([O:8][CH3:9])=[CH:4][CH:3]=1.[Mg].[Br:11][CH2:12][CH2:13][CH2:14][CH2:15]Br.[Li+].[Cl-].[Cl-].[NH4+]>C1COCC1.C(OCC)(=O)C>[Br:11][CH2:12][CH2:13][CH2:14][CH2:15][C:2]1[CH:7]=[CH:6][C:5]([O:8][CH3:9])=[CH:4][CH:3]=1 |f:3.4,5.6|. Procedure details: After starting the reaction by adding 5.00 ml 4-bromoanisole to a mixture of 4.86 g (0.20 mol) magnesium turnings and 100 ml THF, 20.00 ml 4-bromoanisole (total: 25.0 ml (37.4 g; 0.20 mol) were added at a pace sufficient to maintain reflux temperature. The reaction mixture was heated to reflux for additional 3 h, cooled to r.t. and dropped at 0° C. within 1 h to a stirred solution prepared by mixing 129.6 g (71.6 ml, 0.60 mol) 1,4-dibromo-butane in 200 ml THF with a freshly prepared solution of ... Starting materials: O1CCC(CC1)ON1C(C2=CC=CC=C2C1=O)=O (2-(tetrahydro-2H-pyran-4-yloxy)-1H-isoindole-1,3(2H)-dione), NN (hydrazine), COC1=CC=C(C=C1)S(=O)(=O)Cl (4-methoxybenzenesulfonyl chloride), C(C)(C)N(CC)C(C)C (diisopropylethylamine). The solvent is C1CCOC1 (THF). Conditions: time 1 hour. Yields the product O1CCC(CC1)ONS(=O)(=O)C1=CC=C(C=C1)OC (N-(tetrahydro-2H-pyran-4-yloxy)-4-methoxy-1-benzenesulfonamide). The yield is 29.7%. Reaction SMILES: [O:1]1[CH2:6][CH2:5][CH:4]([O:7][N:8]2C(=O)C3C(=CC=CC=3)C2=O)[CH2:3][CH2:2]1.NN.[CH3:21][O:22][C:23]1[CH:28]=[CH:27][C:26]([S:29](Cl)(=[O:31])=[O:30])=[CH:25][CH:24]=1.C(N(C(C)C)CC)(C)C>C1COCC1>[O:1]1[CH2:2][CH2:3][CH:4]([O:7][NH:8][S:29]([C:26]2[CH:25]=[CH:24][C:23]([O:22][CH3:21])=[CH:28][CH:27]=2)(=[O:31])=[O:30])[CH2:5][CH2:6]1. Procedure: 2-(tetrahydro-2H-pyran-4-yloxy)-1H-isoindole-1,3(2H)-dione (6.8 mmol, 1.69 g) was combined with hydrazine (6.8 mmol, 0.22 mL) in anhydrous THF (20 mL) under nitrogen. The reaction immediately formed a white suspension and was allowed to stir at room temperature for 1 hour. The suspension was filtered directly into a flask containing 4-methoxybenzenesulfonyl chloride (6.5 mmol, 1.34 g) and diisopropylethylamine (20.5 mmol, 3.6 mL) was added. After stirring at room temperature for 15 hours, the re... Starting materials: BrC1=C2CN(CC2=CC=C1)C1=CC=CC=C1 (4-bromo-2-phenylisoindoline), CN(C=O)C (dimethylformamide), Cl (hydrochloric acid), solution, C(CCC)[Li] (butyllithium). Solvent: CCOCC (ether), CCOCC (ether), CCOCC (ether), CCCCCC (hexane), CCOCC (ether). Run at temperature -70 celsius, time 30 minute. Yields the product C1(=CC=CC=C1)N1CC=2C=CC=C(C2C1)C=O (2-Phenyl-isoindoline-4-carboxaldehyde). RXN SMILES: C([Li])CCC.Br[C:7]1[CH:15]=[CH:14][CH:13]=[C:12]2[C:8]=1[CH2:9][N:10]([C:16]1[CH:21]=[CH:20][CH:19]=[CH:18][CH:17]=1)[CH2:11]2.CN(C)[CH:24]=[O:25].Cl>CCCCCC.CCOCC>[C:16]1([N:10]2[CH2:9][C:8]3[C:7]([CH:24]=[O:25])=[CH:15][CH:14]=[CH:13][C:12]=3[CH2:11]2)[CH:21]=[CH:20][CH:19]=[CH:18][CH:17]=1. Procedure: 2.3 ml (3.7 mmol) of a 1.6 molar solution of butyllithium in hexane are added to 14 ml of dry ether in a dry apparatus under argon. A solution of 930 mg (3.4 mmol) of 4-bromo-2-phenylisoindoline in 10 ml of dry ether is then added dropwise at -70° C. The mixture is stirred at -70° C. for 30 minutes, and 0.3 ml of dry dimethylformamide in 0.5 ml of ether is added. The mixture is stirred at 70° C. for 3 hours and heated to -5° C., and 13.6 ml of 1N hydrochloric acid are added dropwise. 50 ml of et...